The task is: describe an organic reaction: reactants, conditions, products, and yield. This data is from the Open Reaction Database (ORD), a public repository of structured organic reaction records. The reactants are COC(=O)C(CNC(=O)OC(C)(C)C)NC(=O)c1sc(C(=O)NCc2cccc(O)c2)cc1C(C)C, ClCCl, O=C(O)C(F)(F)F. The product is COC(=O)C(CN)NC(=O)c1sc(C(=O)NCc2cccc(O)c2)cc1C(C)C, O=C(O)C(F)(F)F. As a reaction SMILES: [CH3:1][O:2][C:3]([CH:4]([CH2:5][NH:6][C:7]([O:8][C:9]([CH3:10])([CH3:11])[CH3:12])=[O:13])[NH:14][C:15](=[O:16])[c:17]1[s:18][c:19]([C:25]([NH:26][CH2:27][c:28]2[cH:29][c:30]([OH:34])[cH:31][cH:32][cH:33]2)=[O:35])[cH:20][c:21]1[CH:22]([CH3:23])[CH3:24])=[O:36].[Cl:44][CH2:45][Cl:46].[F:37][C:38]([C:39](=[O:40])[OH:41])([F:42])[F:43]>>[CH3:1][O:2][C:3]([CH:4]([CH2:5][NH2:6])[NH:14][C:15](=[O:16])[c:17]1[s:18][c:19]([C:25]([NH:26][CH2:27][c:28]2[cH:29][c:30]([OH:34])[cH:31][cH:32][cH:33]2)=[O:35])[cH:20][c:21]1[CH:22]([CH3:23])[CH3:24])=[O:36].[F:37][C:38]([C:39](=[O:40])[OH:41])([F:42])[F:43]. Reactants: O=C(O)c1ccc(Br)s1, CO, O=S(=O)(O)O. Yields the product COC(=O)c1ccc(Br)s1. RXN SMILES: [Br:6][c:7]1[cH:8][cH:9][c:10]([C:12](=[O:13])[OH:14])[s:11]1.[CH3:15][OH:16].[S:1](=[O:2])(=[O:3])([OH:4])[OH:5]>>[Br:6][c:7]1[cH:8][cH:9][c:10]([C:12](=[O:13])[O:14][CH3:15])[s:11]1. Reactants: C1CCOC1, CO, CCC(CN(C)S(=O)(=O)C1CC1)N1C(=O)C(C)(C(C)C(=O)OC)CC(c2cccc(Cl)c2)C1c1ccc(Cl)cc1, Cl, [Li+], [OH-], O. The product is CCC(CN(C)S(=O)(=O)C1CC1)N1C(=O)C(C)(C(C)C(=O)O)CC(c2cccc(Cl)c2)C1c1ccc(Cl)cc1. Reaction SMILES: [CH2:46]1[O:47][CH2:48][CH2:49][CH2:50]1.[CH3:44][OH:45].[Cl:1][c:2]1[cH:3][c:4]([CH:8]2[CH2:9][C:10]([CH3:34])([CH:35]([C:36](=[O:37])[O:38][CH3:39])[CH3:40])[C:11](=[O:33])[N:12]([CH:21]([CH2:22][N:23]([S:24](=[O:25])(=[O:26])[CH:27]3[CH2:28][CH2:29]3)[CH3:30])[CH2:31][CH3:32])[CH:13]2[c:14]2[cH:15][cH:16][c:17]([Cl:20])[cH:18][cH:19]2)[cH:5][cH:6][cH:7]1.[ClH:43].[Li+:41].[OH-:42].[OH2:51]>>[Cl:1][c:2]1[cH:3][c:4]([CH:8]2[CH2:9][C:10]([CH3:34])([CH:35]([C:36](=[O:37])[OH:38])[CH3:40])[C:11](=[O:33])[N:12]([CH:21]([CH2:22][N:23]([S:24](=[O:25])(=[O:26])[CH:27]3[CH2:28][CH2:29]3)[CH3:30])[CH2:31][CH3:32])[CH:13]2[c:14]2[cH:15][cH:16][c:17]([Cl:20])[cH:18][cH:19]2)[cH:5][cH:6][cH:7]1. Starting materials: CCCC[N+](CCCC)(CCCC)CCCC, CC1(C)COC(=O)C1=O, Cc1ccccc1, O=C([O-])C(F)(F)F. Product: CC1(C)COC(=O)C1O. RXN SMILES: [CH2:17]([N+:18]([CH2:19][CH2:20][CH2:21][CH3:22])([CH2:23][CH2:24][CH2:25][CH3:26])[CH2:27][CH2:28][CH2:29][CH3:30])[CH2:31][CH2:32][CH3:33].[CH3:1][C:2]1([CH3:9])[C:3](=[O:8])[C:4](=[O:7])[O:5][CH2:6]1.[CH3:34][c:35]1[cH:36][cH:37][cH:38][cH:39][cH:40]1.[F:10][C:11]([F:12])([F:13])[C:14]([O-:15])=[O:16]>>[CH3:1][C:2]1([CH3:9])[CH:3]([OH:8])[C:4](=[O:7])[O:5][CH2:6]1. Reactants: Cl.Cl.C[Si](CCOCN1C=CC2=C1N=CN=C2C=2C=NN(C2)C2(CNC2)CC#N)(C)C ({3-[4-(7-{[2-(Trimethylsilyl)ethoxy]methyl}-7H-pyrrolo[2,3-d]pyrimidin-4-yl)-1H-pyrazol-1-yl]azetidin-3-yl}acetonitrile dihydrochloride), OC(C)(C)C1=CC(=NC(=C1)C(F)(F)F)OC1CCC(CC1)=O (4-{[4-(1-hydroxy-1-methylethyl)-6-(trifluoromethyl)pyridin-2-yl]oxy}cyclohexanone), C(C)(=O)O[BH-](OC(C)=O)OC(C)=O.[Na+] (sodium triacetoxyborohydride). Solvent: ClCCCl (1,2-dichloroethane). Conditions: time 5 minute. The product is OC(C)(C)C1=CC(=NC(=C1)C(F)(F)F)O[C@H]1CC[C@H](CC1)N1CC(C1)(N1N=CC(=C1)C=1C2=C(N=CN1)N(C=C2)COCC[Si](C)(C)C)CC#N ({1-(cis-4-{[4-(1-hydroxy-1-methylethyl)-6-(trifluoromethyl)pyridin-2-yl]oxy}cyclohexyl)-3-[4-(7-{[2-(trimethylsilyl)ethoxy]methyl}-7H-pyrrolo [2,3-d]pyrimidin-4-yl)-1H-pyrazol-1-yl]azetidin-3-yl}acetonitrile). As a reaction SMILES: Cl.Cl.[CH3:3][Si:4]([CH3:31])([CH3:30])[CH2:5][CH2:6][O:7][CH2:8][N:9]1[C:13]2[N:14]=[CH:15][N:16]=[C:17]([C:18]3[CH:19]=[N:20][N:21]([C:23]4([CH2:27][C:28]#[N:29])[CH2:26][NH:25][CH2:24]4)[CH:22]=3)[C:12]=2[CH:11]=[CH:10]1.[OH:32][C:33]([C:36]1[CH:41]=[C:40]([C:42]([F:45])([F:44])[F:43])[N:39]=[C:38]([O:46][CH:47]2[CH2:52][CH2:51][C:50](=O)[CH2:49][CH2:48]2)[CH:37]=1)([CH3:35])[CH3:34].C(O[BH-](OC(=O)C)OC(=O)C)(=O)C.[Na+]>ClCCCl>[OH:32][C:33]([C:36]1[CH:41]=[C:40]([C:42]([F:43])([F:44])[F:45])[N:39]=[C:38]([O:46][C@@H:47]2[CH2:52][CH2:51][C@H:50]([N:25]3[CH2:24][C:23]([CH2:27][C:28]#[N:29])([N:21]4[CH:22]=[C:18]([C:17]5[C:12]6[CH:11]=[CH:10][N:9]([CH2:8][O:7][CH2:6][CH2:5][Si:4]([CH3:30])([CH3:3])[CH3:31])[C:13]=6[N:14]=[CH:15][N:16]=5)[CH:19]=[N:20]4)[CH2:26]3)[CH2:49][CH2:48]2)[CH:37]=1)([CH3:34])[CH3:35] |f:0.1.2,4.5|. Procedure details: {3-[4-(7-{[2-(Trimethylsilyl)ethoxy]methyl}-7H-pyrrolo[2,3-d]pyrimidin-4-yl)-1H-pyrazol-1-yl]azetidin-3-yl}acetonitrile dihydrochloride (55.3 mg, 0.115 mmol) and 4-{[4-(1-hydroxy-1-methylethyl)-6-(trifluoromethyl)pyridin-2-yl]oxy}cyclohexanone were dissolved in dry 1,2-dichloroethane (1.38 mL) and were stirred for 5 min and sodium triacetoxyborohydride (86.1 mg, 0.406 mmol) was added. The reaction mixture was stirred at 25° C. for 16 h, at which time LCMS analysis showed mainly the two diastereo... The reactants are C(C=C)OC(=O)N([C@@H](CCC(=O)OC(C)(C)C)CO[Si](C)(C)C(C)(C)C)CC(=O)OC (tert-butyl (4S)-4-[[(allyloxy)carbonyl](2-methoxy-2-oxoethyl)amino]-5-{[tert-butyl(dimethyl)silyl]oxy}pentanoate), O.C1(=CC=C(C=C1)S(=O)(=O)O)C (p-toluenesulfonic acid monohydrate), O (water), O.C1(=CC=C(C=C1)S(=O)(=O)O)C (p-toluenesulfonic acid monohydrate). Solvent: CO (methanol). Conditions: time 30 minute. Product: C(C=C)OC(=O)N([C@@H](CCC(=O)OC(C)(C)C)CO)CC(=O)OC (tert-butyl (4S)-4-[[(allyloxy)carbonyl](2-methoxy-2-oxoethyl)amino]-5-hydroxypentanoate). The yield is 892.7%. Reaction SMILES: [CH2:1]([O:4][C:5]([N:7]([CH2:27][C:28]([O:30][CH3:31])=[O:29])[C@H:8]([CH2:18][O:19][Si](C(C)(C)C)(C)C)[CH2:9][CH2:10][C:11]([O:13][C:14]([CH3:17])([CH3:16])[CH3:15])=[O:12])=[O:6])[CH:2]=[CH2:3].O.C1(C)C=CC(S(O)(=O)=O)=CC=1.O>CO>[CH2:1]([O:4][C:5]([N:7]([CH2:27][C:28]([O:30][CH3:31])=[O:29])[C@H:8]([CH2:18][OH:19])[CH2:9][CH2:10][C:11]([O:13][C:14]([CH3:15])([CH3:16])[CH3:17])=[O:12])=[O:6])[CH:2]=[CH2:3] |f:1.2|. Reported procedure: To a solution of tert-butyl (4S)-4-[[(allyloxy)carbonyl](2-methoxy-2-oxoethyl)amino]-5-{[tert-butyl(dimethyl)silyl]oxy}pentanoate (5.29 g, 1.2 mmol) in methanol (106 ml) was added p-toluenesulfonic acid monohydrate (0.22 g, 1.2 mmol) and the mixture was stirred for 30 minutes. To the mixture was further added p-toluenesulfonic acid monohydrate (0.22 g, 1.2 mmol) and the mixture was stirred for 1 hour. The reaction mixture was poured into water and extracted three times with ethyl acetate. The or... Reactants: CC(=O)O[BH-](OC(C)=O)OC(C)=O, CO, ClCCl, COc1ccc2ncc(=O)n(CCN3CCC(N)CC3)c2n1, [Na+], [Na+], O=C([O-])O, O=Cc1ccc2c(n1)NC(=O)CO2. RXN SMILES: [C:36]([O:37][BH-:38]([O:39][C:40](=[O:41])[CH3:42])[O:43][C:44](=[O:45])[CH3:46])(=[O:47])[CH3:48].[CH3:58][OH:59].[Cl:55][CH2:56][Cl:57].[NH2:1][CH:2]1[CH2:3][CH2:4][N:5]([CH2:8][CH2:9][n:10]2[c:11]3[c:12]([n:13][cH:14][c:15]2=[O:16])[cH:17][cH:18][c:19]([O:21][CH3:22])[n:20]3)[CH2:6][CH2:7]1.[Na+:49].[Na+:54].[O-:50][C:51]([OH:52])=[O:53].[O:23]=[C:24]1[NH:25][c:26]2[c:27]([cH:30][cH:31][c:32]([CH:34]=[O:35])[n:33]2)[O:28][CH2:29]1>>[NH:1]([CH:2]1[CH2:3][CH2:4][N:5]([CH2:8][CH2:9][n:10]2[c:11]3[c:12]([n:13][cH:14][c:15]2=[O:16])[cH:17][cH:18][c:19]([O:21][CH3:22])[n:20]3)[CH2:6][CH2:7]1)[CH2:34][c:32]1[cH:31][cH:30][c:27]2[c:26]([n:33]1)[NH:25][C:24](=[O:23])[CH2:29][O:28]2. Yields the product COc1ccc2ncc(=O)n(CCN3CCC(NCc4ccc5c(n4)NC(=O)CO5)CC3)c2n1. Starting materials: O (water), C(#N)CC1=CC(=CS1)C1=CN(C2=C1C(NC=C2C#N)=O)C2CCCC2 (3-(5-(cyanomethyl)-3-thienyl)-1-cyclopentyl-4-oxo-4,5-dihydro-1H-pyrrolo[3,2-c]pyridine-7-carbonitrile), C([O-])([O-])=O.[K+].[K+] (potassium carbonate), OO (hydrogen peroxide). Solvent: CS(=O)C (DMSO). Reaction conditions: time 5 hour. The product is C(#N)C=1C2=C(C(NC1)=O)C(=CN2C2CCCC2)C=2C=C(SC2)CC(=O)N (2-(4-(7-cyano-1-cyclopentyl-4-oxo-4,5-dihydro-1H-pyrrolo[3,2-c]pyridin-3-yl)-2-thienyl)acetamide). RXN SMILES: [C:1]([CH2:3][C:4]1[S:8][CH:7]=[C:6]([C:9]2[C:13]3[C:14](=[O:20])[NH:15][CH:16]=[C:17]([C:18]#[N:19])[C:12]=3[N:11]([CH:21]3[CH2:25][CH2:24][CH2:23][CH2:22]3)[CH:10]=2)[CH:5]=1)#[N:2].C(=O)([O-])[O-:27].[K+].[K+].OO.O>CS(C)=O>[C:18]([C:17]1[C:12]2[N:11]([CH:21]3[CH2:25][CH2:24][CH2:23][CH2:22]3)[CH:10]=[C:9]([C:6]3[CH:5]=[C:4]([CH2:3][C:1]([NH2:2])=[O:27])[S:8][CH:7]=3)[C:13]=2[C:14](=[O:20])[NH:15][CH:16]=1)#[N:19] |f:1.2.3|. Procedure details: To a solution of 3-(5-(cyanomethyl)-3-thienyl)-1-cyclopentyl-4-oxo-4,5-dihydro-1H-pyrrolo[3,2-c]pyridine-7-carbonitrile (80 mg) obtained in Example 93 and 2M aqueous potassium carbonate solution (0.574 mL) in DMSO (3 mL) was added 30% hydrogen peroxide aqueous solution (0.235 mL) at 0° C., and the mixture was stirred at room temperature for 5 hr. To the reaction mixture was added water, and the mixture was extracted with ethyl acetate. The organic layer was washed with water and saturated brine,...